From a dataset of the Open Reaction Database (ORD), a public repository of structured organic reaction records. describe an organic reaction: reactants, conditions, products, and yield Starting materials: ClC1=CC(=C(C=C1)OC1=CC=CC=C1)OC (4-chloro-2-methoxy-1-phenoxybenzene), C(CCCCC)[Mg]Cl (Hexyl magnesium chloride), Cl (HCl). The reagents and catalysts are CC(C)([P](C(C)(C)C)([Pd][P](C(C)(C)C)(C(C)(C)C)C(C)(C)C)C(C)(C)C)C (Pd(P(t-Bu)3)2), [Cl-].[Cl-].[Zn+2] (ZnCl2). Solvent: CN1C(CCC1)=O (N-methylpyrrolidinone). Run at time 20 minute. Yields the product C(CCCCC)C1=CC(=C(C=C1)OC1=CC=CC=C1)OC (4-hexyl-2-methoxy-1-phenoxybenzene). RXN SMILES: [CH2:1]([Mg]Cl)[CH2:2][CH2:3][CH2:4][CH2:5][CH3:6].Cl[C:10]1[CH:15]=[CH:14][C:13]([O:16][C:17]2[CH:22]=[CH:21][CH:20]=[CH:19][CH:18]=2)=[C:12]([O:23][CH3:24])[CH:11]=1.Cl>[Cl-].[Cl-].[Zn+2].CC(C)([P](C(C)(C)C)([Pd][P](C(C)(C)C)(C(C)(C)C)C(C)(C)C)C(C)(C)C)C.CN1CCCC1=O>[CH2:1]([C:10]1[CH:15]=[CH:14][C:13]([O:16][C:17]2[CH:18]=[CH:19][CH:20]=[CH:21][CH:22]=2)=[C:12]([O:23][CH3:24])[CH:11]=1)[CH2:2][CH2:3][CH2:4][CH2:5][CH3:6] |f:3.4.5,^1:31,37|. Procedure: Under nitrogen, ZnCl2 (0.5 M solution in tetrahydrofuran; 6.8 mL, 3.41 mmol) was added by syringe to a round-bottomed flask sealed with a rubber septum and purged with nitrogen. Hexyl magnesium chloride (1.0 M solution in THF; 4.0 mL, 4.26 mmol) was then added dropwise by syringe, and the resulting solution was stirred at room temperature for 20 minutes. Next, N-methylpyrrolidinone (4.7 mL) was added by syringe. After 5 minutes, 21.7 mg (0.0426 mmol) Pd(P(t-Bu)3)2 and 500 mg (2.13 mmol) of compo... Starting materials: CCOC(C)=O, Nc1cccc2c1CNC2=O, [Na+], O=C([O-])O. The product is O=C1NCc2ccccc21. Reaction SMILES: [CH3:12][CH2:13][O:14][C:15](=[O:16])[CH3:17].[NH2:1][c:2]1[c:3]2[c:7]([cH:8][cH:9][cH:10]1)[C:6](=[O:11])[NH:5][CH2:4]2.[Na+:22].[O-:18][C:19]([OH:20])=[O:21]>>[cH:2]1[c:3]2[c:7]([cH:8][cH:9][cH:10]1)[C:6](=[O:11])[NH:5][CH2:4]2. The product is C(C)(=O)N1C2=C(CCCC1=O)C=CC(=C2)N (1-Acetyl-8-amino-1,3,4,5-tetrahydro-benzo[b]azepin-2-one). Procedure: 1-Acetyl-8-amino-1,3,4,5-tetrahydro-benzo[b]azepin-2-one was prepared by acylation and reduction of 8-nitro-1,3,4,5-tetrahydro-benzo[b]azepin-2-one (Johnson, Paul D. et al. Bioorganic Med. Chem. Letters 2003, 13, 4197-4200) as described for 5,5-dimethyl-8-nitro-1,3,4,5-tetrahydro-benzo[b]azepin-2-one (Example N?). Starting materials: [N+](=O)([O-])C=1C=CC2=C(NC(CCC2)=O)C1 (8-nitro-1,3,4,5-tetrahydro-benzo[b]azepin-2-one), CC1(C2=C(NC(CC1)=O)C=C(C=C2)[N+](=O)[O-])C (5,5-dimethyl-8-nitro-1,3,4,5-tetrahydro-benzo[b]azepin-2-one). RXN SMILES: [N+:1]([C:4]1[CH:5]=[CH:6][C:7]2[CH2:13][CH2:12][CH2:11][C:10](=[O:14])[NH:9][C:8]=2[CH:15]=1)([O-])=O.CC1(C)C[CH2:22][C:21](=[O:24])NC2C=C([N+]([O-])=O)C=CC1=2>>[C:21]([N:9]1[C:10](=[O:14])[CH2:11][CH2:12][CH2:13][C:7]2[CH:6]=[CH:5][C:4]([NH2:1])=[CH:15][C:8]1=2)(=[O:24])[CH3:22]. Starting materials: CS(=O)(=O)Cl (methanesulfonyl chloride), COC(=O)C1(C(CCC1)O)F (1-fluoro-2-hydroxy-1-cyclopentanecarboxylic acid methyl ester), 2a, 5a, ice water. Solvent: N1=CC=CC=C1 (pyridine). Run at temperature 0 celsius, time 5 hour. Product: COC(=O)C1(C(CCC1)OS(=O)(=O)C)F (2-methanesulfonyloxy-1-fluoro-1-cyclopentanecarboxylic acid methyl ester). The yield is 81.9%. Reaction SMILES: [CH3:1][S:2](Cl)(=[O:4])=[O:3].[CH3:6][O:7][C:8]([C:10]1([F:16])[CH2:14][CH2:13][CH2:12][CH:11]1[OH:15])=[O:9]>N1C=CC=CC=1>[CH3:6][O:7][C:8]([C:10]1([F:16])[CH2:14][CH2:13][CH2:12][CH:11]1[O:15][S:2]([CH3:1])(=[O:4])=[O:3])=[O:9]. Procedure: 0.36 g (3 mmol) of methanesulfonyl chloride was added under ice cooling to a mixture of 0.5 g (3 mmol) of 1-fluoro-2-hydroxy-1-cyclopentanecarboxylic acid methyl ester in cis form (compound number 2a) synthesized in Example 1 and 2 ml of pyridine, and the mixture was stirred at 0° C. for 5 hours. The reaction solution was poured into a ice water and extracted with ether, and the ether layer was washed with cold water. The ether layer was dried over anhydrous magnesium sulfate and the solvent was... Starting materials: ClCCl, C[N+]1([O-])CCOCC1, Cc1cc(CO)ccc1[N+](=O)[O-], CCC[N+](CCC)(CCC)CCC, O=[Ru](=O)(=O)[O-]. Yields the product Cc1cc(C=O)ccc1[N+](=O)[O-]. Reaction SMILES: [CH2:21]([Cl:22])[Cl:23].[CH3:13][N+:14]1([O-:15])[CH2:16][CH2:17][O:18][CH2:19][CH2:20]1.[CH3:1][c:2]1[cH:3][c:4]([CH2:5][OH:6])[cH:7][cH:8][c:9]1[N+:10](=[O:11])[O-:12].[CH3:29][CH2:30][CH2:31][N+:32]([CH2:33][CH2:34][CH3:35])([CH2:36][CH2:37][CH3:38])[CH2:39][CH2:40][CH3:41].[O-:24][Ru:25](=[O:26])(=[O:27])=[O:28]>>[CH3:1][c:2]1[cH:3][c:4]([CH:5]=[O:6])[cH:7][cH:8][c:9]1[N+:10](=[O:11])[O-:12]. Reaction SMILES: Br[C:2]1[C:10]2[N:9]([CH3:11])[C:8]3[CH2:12][CH2:13][NH:14][C:15](=[O:16])[C:7]=3[C:6]=2[CH:5]=[CH:4][CH:3]=1.[C:17]1(B(O)O)[CH:22]=[CH:21][CH:20]=[CH:19][CH:18]=1>COCCOC.C(=O)([O-])[O-].[Na+].[Na+].C1C=CC([P]([Pd]([P](C2C=CC=CC=2)(C2C=CC=CC=2)C2C=CC=CC=2)([P](C2C=CC=CC=2)(C2C=CC=CC=2)C2C=CC=CC=2)[P](C2C=CC=CC=2)(C2C=CC=CC=2)C2C=CC=CC=2)(C2C=CC=CC=2)C2C=CC=CC=2)=CC=1>[CH3:11][N:9]1[C:10]2[C:2]([C:17]3[CH:22]=[CH:21][CH:20]=[CH:19][CH:18]=3)=[CH:3][CH:4]=[CH:5][C:6]=2[C:7]2[C:15](=[O:16])[NH:14][CH2:13][CH2:12][C:8]1=2 |f:3.4.5,^1:41,43,62,81|. Reagents/catalysts: C=1C=CC(=CC1)[P](C=2C=CC=CC2)(C=3C=CC=CC3)[Pd]([P](C=4C=CC=CC4)(C=5C=CC=CC5)C=6C=CC=CC6)([P](C=7C=CC=CC7)(C=8C=CC=CC8)C=9C=CC=CC9)[P](C=1C=CC=CC1)(C=1C=CC=CC1)C=1C=CC=CC1 (tetrakis(triphenylphosphine)palladium). Starting materials: BrC1=CC=CC=2C3=C(N(C12)C)CCNC3=O (6-bromo-2,3,4,5-tetrahydro-5-methyl-1H-pyrido[4,3-b]indol-1-one), C1(=CC=CC=C1)B(O)O (phenylboronic acid). Procedure: A mixture of 6-bromo-2,3,4,5-tetrahydro-5-methyl-1H-pyrido[4,3-b]indol-1-one (200 mg), phenylboronic acid (131 mg), tetrakis(triphenylphosphine)palladium (0) (11 mg) and 2N sodium carbonate (5 ml) in DME (10 ml) was heated at reflux for 3 h. The cooled mixture was diluted with 2N sodium carbonate (50 ml) and extracted with dichloromethane (3 100 ml). The combined organic extracts were concentrated in vacuo and the residue was purified by FCC eluting with System A (100:8:1) to give a solid (180 m... The yield is 90.9%. Product: CN1C2=C(C=3C=CC=C(C13)C1=CC=CC=C1)C(NCC2)=O (2,3,4,5-Tetrahydro-5-methyl-6-phenyl-1H-pyrido[4,3-b]indol-1-one). Solvent: C([O-])([O-])=O.[Na+].[Na+] (sodium carbonate), COCCOC (DME), C([O-])([O-])=O.[Na+].[Na+] (sodium carbonate).